describe an organic reaction: reactants, conditions, products, and yield From a dataset of the Open Reaction Database (ORD), a public repository of structured organic reaction records. Starting materials: OC1=CC2=C(N(C(=N2)\C=C\C2=CC=CC=C2)C2=NC=CC=C2)C=C1 ((E)-5-hydroxy-1-(2-pyridyl)-2-styryl-1H-benzimidazole), ice, CN(C=O)C (N,N-dimethylformamide), C([O-])([O-])=O.[K+].[K+] (potassium carbonate), BrC(C)C (2-bromopropane). Conditions: time 19 hour. Yields the product C(C(=O)O)(=O)O.C(C)(C)OC1=CC2=C(N(C(=N2)\C=C\C2=CC=CC=C2)C2=NC=CC=C2)C=C1 ((E)-5-Isopropoxy-1-(2-pyridyl)-2-styryl-1H-benzimidazole oxalate). Yield: 13.0%. RXN SMILES: [OH:1][C:2]1[CH:24]=[CH:23][C:5]2[N:6]([C:17]3[CH:22]=[CH:21][CH:20]=[CH:19][N:18]=3)[C:7](/[CH:9]=[CH:10]/[C:11]3[CH:16]=[CH:15][CH:14]=[CH:13][CH:12]=3)=[N:8][C:4]=2[CH:3]=1.[C:25](=[O:28])([O-:27])[O-].[K+].[K+].Br[CH:32]([CH3:34])[CH3:33].CN(C)C=[O:38]>>[C:2]([OH:1])(=[O:38])[C:25]([OH:27])=[O:28].[CH:32]([O:1][C:2]1[CH:24]=[CH:23][C:5]2[N:6]([C:17]3[CH:22]=[CH:21][CH:20]=[CH:19][N:18]=3)[C:7](/[CH:9]=[CH:10]/[C:11]3[CH:16]=[CH:15][CH:14]=[CH:13][CH:12]=3)=[N:8][C:4]=2[CH:3]=1)([CH3:34])[CH3:33] |f:1.2.3,6.7|. Reported procedure: According to a literature procedure (Sala, T.; Sargent, M. V. J. Chem. Soc. Perkin Trans. I. 1979, 2593.), to a solution of (E)-5-hydroxy-1-(2-pyridyl)-2-styryl-1H-benzimidazole (63.8 mg, 0.2 mmol) in N,N-dimethylformamide (2 ml), potassium carbonate (140 mg, 1.0 mmol) and 2-bromopropane (0.2 ml, 2.0 mmol) was added at room temperature. This resulting mixture was stirred at room temperature for 19 h. To this mixture, ice-cold water (10 ml) was added and the whole was extracted with ethyl acetate... Reactants: ClC=1C=NC=2N(C1)N=C(C2)C(=O)O (6-chloro-pyrazolo[1,5-a]pyrimidine-2-carboxylic acid), ClC1=CC2=C(C(NCC2)C)S1 (2-chloro-7-methyl-4,5,6,7-tetrahydrothieno[2,3-c]pyridine). Yields the product ClC1=CC2=C(C(N(CC2)C(=O)C2=NN3C(N=CC(=C3)Cl)=C2)C)S1 ((2-Chloro-7-methyl-4,7-dihydro-5H-thieno[2,3-c]pyridin-6-yl)-(6-chloro-pyrazolo[1,5-a]pyrimidin-2-yl)-methanone). Reaction SMILES: [Cl:1][C:2]1[CH:3]=[N:4][C:5]2[N:6]([N:8]=[C:9]([C:11]([OH:13])=O)[CH:10]=2)[CH:7]=1.[Cl:14][C:15]1[S:24][C:18]2[CH:19]([CH3:23])[NH:20][CH2:21][CH2:22][C:17]=2[CH:16]=1>>[Cl:14][C:15]1[S:24][C:18]2[CH:19]([CH3:23])[N:20]([C:11]([C:9]3[CH:10]=[C:5]4[N:4]=[CH:3][C:2]([Cl:1])=[CH:7][N:6]4[N:8]=3)=[O:13])[CH2:21][CH2:22][C:17]=2[CH:16]=1. Procedure details: In close analogy to the procedure described in Example 1, 6-chloro-pyrazolo[1,5-a]pyrimidine-2-carboxylic acid is reacted with 2-chloro-7-methyl-4,5,6,7-tetrahydrothieno[2,3-c]pyridine to provide the title compound.